This data is from the Open Reaction Database (ORD), a public repository of structured organic reaction records. The task is: describe an organic reaction: reactants, conditions, products, and yield Reactants: C1CCOC1, COC(=O)COc1ccc(SCc2sc(-c3ccc(C(F)(F)F)cc3)nc2C)c2c1CCCO2, Cl, [Li+], [OH-], O, O. Product: Cc1nc(-c2ccc(C(F)(F)F)cc2)sc1CSc1ccc(OCC(=O)O)c2c1OCCC2. Reaction SMILES: [CH2:39]1[O:40][CH2:41][CH2:42][CH2:43]1.[CH3:1][O:2][C:3]([CH2:4][O:5][c:6]1[c:7]2[c:12]([c:13]([S:16][CH2:17][c:18]3[c:19]([CH3:33])[n:20][c:21](-[c:23]4[cH:24][cH:25][c:26]([C:29]([F:30])([F:31])[F:32])[cH:27][cH:28]4)[s:22]3)[cH:14][cH:15]1)[O:11][CH2:10][CH2:9][CH2:8]2)=[O:34].[ClH:38].[Li+:37].[OH-:36].[OH2:35].[OH2:44]>>[O:2]=[C:3]([CH2:4][O:5][c:6]1[c:7]2[c:12]([c:13]([S:16][CH2:17][c:18]3[c:19]([CH3:33])[n:20][c:21](-[c:23]4[cH:24][cH:25][c:26]([C:29]([F:30])([F:31])[F:32])[cH:27][cH:28]4)[s:22]3)[cH:14][cH:15]1)[O:11][CH2:10][CH2:9][CH2:8]2)[OH:34]. Reactants: Cc1nc2c(o1)-c1ccccc1N(C(=O)c1ccc(CNC(=O)OC(C)(C)C)c(C)c1)CC2, CO, Cl, C1COCCO1. The product is Cl, Cc1nc2c(o1)-c1ccccc1N(C(=O)c1ccc(CN)c(C)c1)CC2. Reaction SMILES: [C:1]([O:2][C:3](=[O:4])[NH:7][CH2:8][c:9]1[c:10]([CH3:32])[cH:11][c:12]([C:15](=[O:16])[N:17]2[c:18]3[c:19]([cH:28][cH:29][cH:30][cH:31]3)-[c:20]3[o:21][c:22]([CH3:27])[n:23][c:24]3[CH2:25][CH2:26]2)[cH:13][cH:14]1)([CH3:5])([CH3:6])[CH3:33].[CH3:41][OH:42].[ClH:34].[O:35]1[CH2:36][CH2:37][O:38][CH2:39][CH2:40]1>>[ClH:34].[NH2:7][CH2:8][c:9]1[c:10]([CH3:32])[cH:11][c:12]([C:15](=[O:16])[N:17]2[c:18]3[c:19]([cH:28][cH:29][cH:30][cH:31]3)-[c:20]3[o:21][c:22]([CH3:27])[n:23][c:24]3[CH2:25][CH2:26]2)[cH:13][cH:14]1.